This data is from the Open Reaction Database (ORD), a public repository of structured organic reaction records. The task is: describe an organic reaction: reactants, conditions, products, and yield Starting materials: ON1N=CC(=C1)I (1-hydroxy-4-iodopyrazole), CN(C(=O)Cl)C1=CC=CC=C1 (N-methyl-N-phenylcarbamoyl chloride). The product is IC=1C=NN(C1)OC(N(C1=CC=CC=C1)C)=O (Methyl-phenyl-carbamic acid 4-iodo-pyrazol-1-yl ester). RXN SMILES: [OH:1][N:2]1[CH:6]=[C:5]([I:7])[CH:4]=[N:3]1.[CH3:8][N:9]([C:13]1[CH:18]=[CH:17][CH:16]=[CH:15][CH:14]=1)[C:10](Cl)=[O:11]>>[I:7][C:5]1[CH:4]=[N:3][N:2]([O:1][C:10](=[O:11])[N:9]([CH3:8])[C:13]2[CH:18]=[CH:17][CH:16]=[CH:15][CH:14]=2)[CH:6]=1. Procedure: The title compound was prepared from 1-hydroxy-4-iodopyrazole and N-methyl-N-phenylcarbamoyl chloride applying the general procedure 8. The crude product was purified by flash chromatography (Quad flash 12, EtOAc-heptane) (98%, oil). Reactants: COCCOCCl, O=Cc1ccccc1O, [OH]. Yields the product COCCOCOc1ccccc1C=O. RXN SMILES: [CH3:11][O:12][CH2:13][CH2:14][O:15][CH2:16][Cl:17].[CH:2](=[O:3])[c:4]1[cH:5][cH:6][cH:7][cH:8][c:9]1[OH:10].[OH:1]>>[CH:2](=[O:3])[c:4]1[cH:5][cH:6][cH:7][cH:8][c:9]1[O:10][CH2:16][O:15][CH2:14][CH2:13][O:12][CH3:11]. Reactants: CC(C)(C)c1cc(N)n(-c2cc(CCl)c3ccccc3c2)n1, [N-]=[N+]=[N-], [Na+], CN(C)C=O. Yields the product CC(C)(C)c1cc(N)n(-c2cc(CN=[N+]=[N-])c3ccccc3c2)n1. RXN SMILES: [C:1]([CH3:2])([CH3:3])([CH3:4])[c:5]1[n:6][n:7](-[c:11]2[cH:12][c:13]3[cH:14][cH:15][cH:16][cH:17][c:18]3[c:19]([CH2:21][Cl:22])[cH:20]2)[c:8]([NH2:10])[cH:9]1.[N-:23]=[N+:24]=[N-:25].[Na+:26].[O:27]=[CH:28][N:29]([CH3:30])[CH3:31]>>[C:1]([CH3:2])([CH3:3])([CH3:4])[c:5]1[n:6][n:7](-[c:11]2[cH:12][c:13]3[cH:14][cH:15][cH:16][cH:17][c:18]3[c:19]([CH2:21][N:23]=[N+:24]=[N-:25])[cH:20]2)[c:8]([NH2:10])[cH:9]1. Reactants: CCN(C(C)C)C(C)C, O=C(Cl)c1ccccc1Cl, ClCCl, C[Si](C)(C)Cl, CCC(N)C(=O)O. Yields the product CCC(NC(=O)c1ccccc1Cl)C(=O)O. As a reaction SMILES: [CH:13]([N:14]([CH:15]([CH3:16])[CH3:17])[CH2:18][CH3:19])([CH3:20])[CH3:21].[Cl:22][c:23]1[c:24]([C:25](=[O:26])[Cl:27])[cH:28][cH:29][cH:30][cH:31]1.[Cl:32][CH2:33][Cl:34].[Cl:8][Si:9]([CH3:10])([CH3:11])[CH3:12].[NH2:1][CH:2]([C:3](=[O:4])[OH:5])[CH2:6][CH3:7]>>[NH:1]([CH:2]([C:3](=[O:4])[OH:5])[CH2:6][CH3:7])[C:25]([c:24]1[c:23]([Cl:22])[cH:31][cH:30][cH:29][cH:28]1)=[O:26]. The reactants are COC(=O)C(NC(=O)c1ccc(-c2ccc([N+](=O)[O-])cc2)cc1OC)C(C)C, CCO, Cl, [Fe]. The product is COC(=O)C(NC(=O)c1ccc(-c2ccc(N)cc2)cc1OC)C(C)C. RXN SMILES: [CH3:1][O:2][c:3]1[cH:4][c:5](-[c:20]2[cH:21][cH:22][c:23]([N+:26]([O-:27])=[O:28])[cH:24][cH:25]2)[cH:6][cH:7][c:8]1[C:9](=[O:10])[NH:11][CH:12]([CH:13]([CH3:14])[CH3:15])[C:16](=[O:17])[O:18][CH3:19].[CH3:30][CH2:31][OH:32].[ClH:29].[Fe:33]>>[CH3:1][O:2][c:3]1[cH:4][c:5](-[c:20]2[cH:21][cH:22][c:23]([NH2:26])[cH:24][cH:25]2)[cH:6][cH:7][c:8]1[C:9](=[O:10])[NH:11][CH:12]([CH:13]([CH3:14])[CH3:15])[C:16](=[O:17])[O:18][CH3:19]. Reactants: Brc1ncccn1, C#CCCO, CC#N, C1CCC(NC2CCCCC2)CC1, [Cu]I. Yields the product OCCC#Cc1ncccn1. As a reaction SMILES: [Br:1][c:2]1[n:3][cH:4][cH:5][cH:6][n:7]1.[CH2:8]([CH2:9][C:10]#[CH:11])[OH:12].[CH3:28][C:29]#[N:30].[CH:13]1([NH:14][CH:15]2[CH2:16][CH2:17][CH2:18][CH2:19][CH2:20]2)[CH2:21][CH2:22][CH2:23][CH2:24][CH2:25]1.[Cu:26][I:27]>>[c:2]1([C:11]#[C:10][CH2:9][CH2:8][OH:12])[n:3][cH:4][cH:5][cH:6][n:7]1.